This data is from the Open Reaction Database (ORD), a public repository of structured organic reaction records. The task is: describe an organic reaction: reactants, conditions, products, and yield The reactants are CC1(C)CCC(=O)c2cc(Br)ccc21, C=C(OCC)[Sn](CCCC)(CCCC)CCCC, C1CCOC1, Cl. The product is CC(=O)c1ccc2c(c1)C(=O)CCC2(C)C. RXN SMILES: [Br:1][c:2]1[cH:3][cH:4][c:5]2[c:10]([cH:11]1)[C:9](=[O:12])[CH2:8][CH2:7][C:6]2([CH3:13])[CH3:14].[CH2:15]([CH3:16])[O:17][C:18]([Sn:19]([CH2:20][CH2:21][CH2:22][CH3:23])([CH2:24][CH2:25][CH2:26][CH3:27])[CH2:28][CH2:29][CH2:30][CH3:31])=[CH2:32].[CH2:34]1[O:35][CH2:36][CH2:37][CH2:38]1.[ClH:33]>>[c:2]1([C:15]([CH3:16])=[O:17])[cH:3][cH:4][c:5]2[c:10]([cH:11]1)[C:9](=[O:12])[CH2:8][CH2:7][C:6]2([CH3:13])[CH3:14]. Conditions: time 1 hour. Product: C1(CCCCC1)OC(COC1=NC=C(C=N1)C(NC1=CC=C(C=C1)F)=O)=O ([5-(4-Fluorophenylcarbamoyl)pyrimidin-2-yloxy]acetic acid cyclohexyl ester). Isolated yield 78.8%. Procedure details: A mixture of [5-(4-fluorophenylcarbamoyl)pyrimidin-2-yloxy]acetic acid methyl ester (prepared above, 50 mg, 0.17 mmol) and cyclohexanol (51 mg, 0.51 mmol) were slurried in dichloromethane. DMAP (17 mg, 0.14 mmol) was added, and the slurry became homogeneous and colorless. The solution was then treated with 1 M dicyclohexylcarbodiimide (190 μL, 0.19 mmol), which initiated formation of a white slurry within 5 min. After 1 h, thin layer chromatography indicated complete conversion. The reaction was... The reagents and catalysts are CN(C)C=1C=CN=CC1 (DMAP). RXN SMILES: [CH3:1][O:2][C:3](=[O:22])[CH2:4][O:5][C:6]1[N:11]=[CH:10][C:9]([C:12](=[O:21])[NH:13][C:14]2[CH:19]=[CH:18][C:17]([F:20])=[CH:16][CH:15]=2)=[CH:8][N:7]=1.[CH:23]1(O)[CH2:28][CH2:27]C[CH2:25][CH2:24]1.C1(N=C=NC2CCCCC2)CCCCC1>ClCCl.CN(C1C=CN=CC=1)C>[CH:1]1([O:2][C:3](=[O:22])[CH2:4][O:5][C:6]2[N:11]=[CH:10][C:9]([C:12](=[O:21])[NH:13][C:14]3[CH:19]=[CH:18][C:17]([F:20])=[CH:16][CH:15]=3)=[CH:8][N:7]=2)[CH2:27][CH2:28][CH2:23][CH2:24][CH2:25]1. Starting materials: COC(COC1=NC=C(C=N1)C(NC1=CC=C(C=C1)F)=O)=O ([5-(4-fluorophenylcarbamoyl)pyrimidin-2-yloxy]acetic acid methyl ester), C1(CCCCC1)O (cyclohexanol), C1(CCCCC1)N=C=NC1CCCCC1 (dicyclohexylcarbodiimide). Solvent: ClCCl (dichloromethane). The reactants are N1=CC=CC=2CCCC(C12)N(CC1=NC2=C(N1COCC[Si](C)(C)C)C=CC=C2)CC2=CC=C(CNS(=O)(=O)C1=NC=CC=C1)C=C2 (pyridine-2-sulfonic acid 4-({(5,6,7,8-tetrahydro-quinolin-8-yl)-[1-(2-trimethylsilanyl-ethoxymethyl)-1H-benzoimidazol-2-ylmethyl]-amino}-methyl)-benzylamide), Cl (HCl). Yields the product N1C(=NC2=C1C=CC=C2)CN(C2CCCC=1C=CC=NC21)CC2=CC=C(CNS(=O)(=O)C1=NC=CC=C1)C=C2 (Pyridine-2-sulfonic acid 4-{[(1H-benzoimidazol-2-ylmethyl)-(5,6,7,8-tetrahydro-quinolin-8-yl)-amino]-methyl}-benzylamide). The yield is 84.2%. Reaction SMILES: [N:1]1[C:10]2[CH:9]([N:11]([CH2:30][C:31]3[CH:47]=[CH:46][C:34]([CH2:35][NH:36][S:37]([C:40]4[CH:45]=[CH:44][CH:43]=[CH:42][N:41]=4)(=[O:39])=[O:38])=[CH:33][CH:32]=3)[CH2:12][C:13]3[N:17](COCC[Si](C)(C)C)[C:16]4[CH:26]=[CH:27][CH:28]=[CH:29][C:15]=4[N:14]=3)[CH2:8][CH2:7][CH2:6][C:5]=2[CH:4]=[CH:3][CH:2]=1.Cl>>[NH:14]1[C:15]2[CH:29]=[CH:28][CH:27]=[CH:26][C:16]=2[N:17]=[C:13]1[CH2:12][N:11]([CH2:30][C:31]1[CH:32]=[CH:33][C:34]([CH2:35][NH:36][S:37]([C:40]2[CH:45]=[CH:44][CH:43]=[CH:42][N:41]=2)(=[O:38])=[O:39])=[CH:46][CH:47]=1)[CH:9]1[C:10]2[N:1]=[CH:2][CH:3]=[CH:4][C:5]=2[CH2:6][CH2:7][CH2:8]1. Procedure details: Using General Procedure E: Reaction of pyridine-2-sulfonic acid 4-({(5,6,7,8-tetrahydro-quinolin-8-yl)-[1-(2-trimethylsilanyl-ethoxymethyl)-1H-benzoimidazol-2-ylmethyl]-amino}-methyl)-benzylamide (100 mg, 0.15 mmol); and 6N HCl (3.9 mL) for 3 h at 50° C. followed by column chromatography on silica gel (CH2Cl2/MeOH/NH4OH: 94:3:3) gave the title compound (68 mg, 85%) as a white foam. The reactants are S(=O)(=O)(Cl)Cl (sulfonyl chloride), P(=O)([O-])([O-])[O-] (phosphate), BrC1=CC=C(C=C1)C1=CC=CC=C1.CCOCC (4-bromobiphenyl ether), ClS(=O)(=O)O (chlorosulfonic acid), sulfonic acid. Run in ClCCl (dichloromethane). The product is BrC1=CC=C(OC2=CC=C(C=C2)S(=O)(=O)Cl)C=C1 (4-(4-bromophenoxy)benzenesulfonyl chloride). Isolated yield 159.9%. Reaction SMILES: [Br:1][C:2]1[CH:7]=[CH:6][C:5](C2C=CC=CC=2)=[CH:4][CH:3]=1.CC[O:16][CH2:17][CH3:18].[Cl:19][S:20]([OH:23])(=O)=[O:21].S(Cl)(Cl)(=O)=O.P([O-])([O-])([O-])=O>ClCCl>[Br:1][C:2]1[CH:3]=[CH:4][C:5]([O:16][C:17]2[CH:18]=[CH:4][C:3]([S:20]([Cl:19])(=[O:23])=[O:21])=[CH:2][CH:7]=2)=[CH:6][CH:7]=1 |f:0.1|. Reported procedure: To a solution of 12.45 g (50 mmol) of 4-bromobiphenyl ether in 50 mL of dichloromethane at -5° C. was added 9.9 mL (17.4 g, 150 mmol) of chlorosulfonic acid dropwise. After the addition was complete, the reaction was allowed to warm to room temperature for one hour (needed to completely convert the initially formed sulfonic acid to the sulfonyl chloride). The reaction mixture was added to cold pH 7 phosphate buffer (ca. 0.5M) and twice extracted with 50 mL of dichloromethane. The organic extract... Starting materials: CC1=C(OCCCC(=O)N2CCCC3=C(C=CC=C23)C2=CC=C(C=C2)CO)C=CC=C1C (4-(2,3-dimethylphenoxy)-1-(5-(4-(hydroxymethyl)phenyl)-3,4-dihydroquinolin-1(2H)-yl)butan-1-one), OCC1=CC=C(C=C1)B(O)O (4-(hydroxymethyl)phenylboronic acid), CC1(OB(OC1(C)C)C=1C=C(CNC(OC(C)(C)C)=O)C=CC1)C (tert-butyl 3-(4,4,5,5-tetramethyl-1,3,2-dioxaborolan-2-yl)benzylcarbamate). Yields the product CC1=C(OCCCC(=O)N2CCCC3=C(C=CC=C23)C=2C=C(CNC(OC(C)(C)C)=O)C=CC2)C=CC=C1C (tert-Butyl 3-(1-(4-(2,3-dimethylphenoxy)butanoyl)-1,2,3,4-tetrahydroquinolin-5-yl)benzylcarbamate). RXN SMILES: [CH3:1][C:2]1[C:31]([CH3:32])=[CH:30][CH:29]=[CH:28][C:3]=1[O:4][CH2:5][CH2:6][CH2:7][C:8]([N:10]1[C:19]2[C:14](=[C:15](C3C=CC(CO)=CC=3)[CH:16]=[CH:17][CH:18]=2)[CH2:13][CH2:12][CH2:11]1)=[O:9].OCC1C=CC(B(O)O)=CC=1.CC1(C)C(C)(C)OB([C:52]2[CH:53]=[C:54]([CH:64]=[CH:65][CH:66]=2)[CH2:55][NH:56][C:57](=[O:63])[O:58][C:59]([CH3:62])([CH3:61])[CH3:60])O1>>[CH3:1][C:2]1[C:31]([CH3:32])=[CH:30][CH:29]=[CH:28][C:3]=1[O:4][CH2:5][CH2:6][CH2:7][C:8]([N:10]1[C:19]2[C:14](=[C:15]([C:52]3[CH:53]=[C:54]([CH:64]=[CH:65][CH:66]=3)[CH2:55][NH:56][C:57](=[O:63])[O:58][C:59]([CH3:60])([CH3:61])[CH3:62])[CH:16]=[CH:17][CH:18]=2)[CH2:13][CH2:12][CH2:11]1)=[O:9]. Procedure: The title compound was prepared using a procedure analogous to 4-(2,3-dimethylphenoxy)-1-(5-(4-(hydroxymethyl)phenyl)-3,4-dihydroquinolin-1(2H)-yl)butan-1-one except that 4-(hydroxymethyl)phenylboronic acid was replaced with tert-butyl 3-(4,4,5,5-tetramethyl-1,3,2-dioxaborolan-2-yl)benzylcarbamate. LCMS, [M+Na]+=551.4. The reactants are Cl.C(C)N=C=NCCCN(C)C (1-ethyl-3-(3-dimethylaminopropyl)carbodiimide hydrochloride), C(CCC)OCCOC1=CC=C(C=C1)C=1C=CC2=C(C=C(CCN2C(C(F)(F)F)=O)C(=O)O)C1 (7-[4-(2-butoxyethoxy)phenyl]-1-trifluoroacetyl-2,3-dihydro-1H-1-benzazepine-4-carboxylic acid), NC1=CC(=C(C=C1)C(O)C1=NC=CC(=C1)C)C(F)(F)F ((4-amino-2-trifluoromethylphenyl)(4-methylpyridin-2-yl)methanol), ON1N=NC2=C1C=CC=C2 (1-hydroxybenzotriazole). Reagents/catalysts: CN(C1=CC=NC=C1)C (4-dimethylaminopyridine). The solvent is C(C)N(CC)CC (triethylamine), CN(C=O)C (N,N-dimethylformamide), O (water). Conditions: time 8 hour. Product: C(CCC)OCCOC1=CC=C(C=C1)C=1C=CC2=C(C=C(CCN2C(C(F)(F)F)=O)C(=O)NC2=CC(=C(C=C2)C(C2=NC=CC(=C2)C)O)C(F)(F)F)C1 (7-[4-(2-butoxyethoxy)phenyl]-N-[4-[hydroxy(4-methylpyridin-2-yl)methyl]-3-trifluoromethylphenyl]-1-trifluoroacetyl-2,3-dihydro-1H-1-benzazepine-4-carboxamide). Isolated yield 38.6%. As a reaction SMILES: [CH2:1]([O:5][CH2:6][CH2:7][O:8][C:9]1[CH:14]=[CH:13][C:12]([C:15]2[CH:16]=[CH:17][C:18]3[N:24]([C:25](=[O:30])[C:26]([F:29])([F:28])[F:27])[CH2:23][CH2:22][C:21]([C:31]([OH:33])=O)=[CH:20][C:19]=3[CH:34]=2)=[CH:11][CH:10]=1)[CH2:2][CH2:3][CH3:4].[NH2:35][C:36]1[CH:41]=[CH:40][C:39]([CH:42]([C:44]2[CH:49]=[C:48]([CH3:50])[CH:47]=[CH:46][N:45]=2)[OH:43])=[C:38]([C:51]([F:54])([F:53])[F:52])[CH:37]=1.ON1C2C=CC=CC=2N=N1.Cl.C(N=C=NCCCN(C)C)C>CN(C)C=O.CN(C)C1C=CN=CC=1.O.C(N(CC)CC)C>[CH2:1]([O:5][CH2:6][CH2:7][O:8][C:9]1[CH:10]=[CH:11][C:12]([C:15]2[CH:16]=[CH:17][C:18]3[N:24]([C:25](=[O:30])[C:26]([F:29])([F:28])[F:27])[CH2:23][CH2:22][C:21]([C:31]([NH:35][C:36]4[CH:41]=[CH:40][C:39]([CH:42]([OH:43])[C:44]5[CH:49]=[C:48]([CH3:50])[CH:47]=[CH:46][N:45]=5)=[C:38]([C:51]([F:54])([F:52])[F:53])[CH:37]=4)=[O:33])=[CH:20][C:19]=3[CH:34]=2)=[CH:13][CH:14]=1)[CH2:2][CH2:3][CH3:4] |f:3.4|. Reported procedure: 7-[4-(2-butoxyethoxy)phenyl]-1-trifluoroacetyl-2,3-dihydro-1H-1-benzazepine-4-carboxylic acid (2 g), (4-amino-2-trifluoromethylphenyl)(4-methylpyridin-2-yl)methanol (1.2 g) and 1-hydroxybenzotriazole (0.96 g) were dissolved in N,N-dimethylformamide (25 ml), and to the solution were added 1-ethyl-3-(3-dimethylaminopropyl)carbodiimide hydrochloride (2.4 g), triethylamine (3 ml) and 4-dimethylaminopyridine (catalytic amount) at room temperature under ice-cooling, and the mixture was stirred overnig... Reactants: ClCCCCCC=1C(N(C(C1C)=O)C1=CC(=C(C#N)C=C1)C(F)(F)F)=O (4-[3-(5-chloropentyl)-2,5-dihydro-4-methyl-2,5-dioxo-1H-pyrrol-1-yl]-2-(trifluoromethyl)benzonitrile), [I-].[Na+] (sodium iodide). Solvent: C(C)C(=O)C (ethylmethylketone), C(C)(=O)OCC (ethyl acetate). Run at temperature 80 celsius, time 19 hour. The product is ICCCCCC=1C(N(C(C1C)=O)C1=CC(=C(C#N)C=C1)C(F)(F)F)=O (4-[2,5-Dihydro-3-(5-iodopentyl)-4-methyl-2,5-dioxo-1H-pyrrol-1-yl]-2-(trifluoromethyl)benzonitrile). Isolated yield 77.9%. As a reaction SMILES: Cl[CH2:2][CH2:3][CH2:4][CH2:5][CH2:6][C:7]1[C:8](=[O:26])[N:9]([C:14]2[CH:21]=[CH:20][C:17]([C:18]#[N:19])=[C:16]([C:22]([F:25])([F:24])[F:23])[CH:15]=2)[C:10](=[O:13])[C:11]=1[CH3:12].[I-:27].[Na+]>C(C(C)=O)C.C(OCC)(=O)C>[I:27][CH2:2][CH2:3][CH2:4][CH2:5][CH2:6][C:7]1[C:8](=[O:26])[N:9]([C:14]2[CH:21]=[CH:20][C:17]([C:18]#[N:19])=[C:16]([C:22]([F:25])([F:24])[F:23])[CH:15]=2)[C:10](=[O:13])[C:11]=1[CH3:12] |f:1.2|. Reported procedure: A mixture of 11.68 g of 4-[3-(5-chloropentyl)-2,5-dihydro-4-methyl-2,5-dioxo-1H-pyrrol-1-yl]-2-(trifluoromethyl)benzonitrile and 18.2 g of sodium iodide in 180 ml of ethylmethylketone was stirred under a nitrogen atmosphere for 19 hours at 80° C. After cooling, it was diluted with ethyl acetate and washed with water as well as saturated sodium chloride solution. After drying on sodium sulfate and concentration by evaporation, 11.26 g of the title compound was obtained as a white solid. Reactants: Cl.Cl.NC1=NC(=CC=C1N)OC (2,3-diamino-6-methoxypyridine dihydrochloride), C(CC)OC1=C(C(=O)O)C=CC(=C1)SC (2-propoxy-4-methylmercapto-benzoic acid). Product: Cl.C(CC)OC1=C(C=CC(=C1)SC)C=1NC=2C(=NC(=CC2)OC)N1 (2-(2-Propoxy-4-methylmercapto-phenyl)-5-methoxy-imidazo[4,5-b]pyridine hydrochloride). RXN SMILES: [ClH:1].Cl.[NH2:3][C:4]1[C:9]([NH2:10])=[CH:8][CH:7]=[C:6]([O:11][CH3:12])[N:5]=1.[CH2:13]([O:16][C:17]1[CH:25]=[C:24]([S:26][CH3:27])[CH:23]=[CH:22][C:18]=1[C:19](O)=O)[CH2:14][CH3:15]>>[ClH:1].[CH2:13]([O:16][C:17]1[CH:25]=[C:24]([S:26][CH3:27])[CH:23]=[CH:22][C:18]=1[C:19]1[NH:10][C:9]2[C:4]([N:3]=1)=[N:5][C:6]([O:11][CH3:12])=[CH:7][CH:8]=2)[CH2:14][CH3:15] |f:0.1.2,4.5|. Procedure details: Prepared analogously to Example 5 from 2,3-diamino-6-methoxypyridine dihydrochloride and 2-propoxy-4-methylmercapto-benzoic acid. Starting materials: Cl (HCl), OC=1C=C(N)C=CC1 (3-hydroxyaniline), N1=CC=CC=C1 (pyridine), ClC(=O)OC1=CC=C(C=C1)[N+](=O)[O-] (p-nitrophenyl chloroformate). The solvent is C(C)(=O)OCC (Ethyl acetate), O1CCCC1 (tetrahydrofuran). Run at temperature 0 celsius. Product: OC=1C=C(C=CC1)NC(OC1=CC=C(C=C1)[N+](=O)[O-])=O (4-nitro-phenyl N-(3-hydroxyphenyl)carbamate). The yield is 11.0%. Reaction SMILES: [OH:1][C:2]1[CH:3]=[C:4]([CH:6]=[CH:7][CH:8]=1)[NH2:5].N1C=CC=CC=1.Cl[C:16]([O:18][C:19]1[CH:24]=[CH:23][C:22]([N+:25]([O-:27])=[O:26])=[CH:21][CH:20]=1)=[O:17].Cl>O1CCCC1.C(OCC)(=O)C>[OH:1][C:2]1[CH:3]=[C:4]([NH:5][C:16](=[O:17])[O:18][C:19]2[CH:20]=[CH:21][C:22]([N+:25]([O-:27])=[O:26])=[CH:23][CH:24]=2)[CH:6]=[CH:7][CH:8]=1. Reported procedure: A mixture of 3-hydroxyaniline (2.0 g) and pyridine (3.3 ml) in tetrahydrofuran was stirred at 0° C. and then p-nitrophenyl chloroformate (3.88 g) was added, stirred at the same temperature for 5 hours. Ethyl acetate and 1N HCl were added to the reaction mixture, and the organic layer was separated, washed with water, dried over magnesium sulfate, and evaporated in vacuo. The yellow powder was washed with ethyl acetate to afford 4-nitro-phenyl N-(3-hydroxyphenyl)carbamate (554 mg).